This data is from the Open Reaction Database (ORD), a public repository of structured organic reaction records. The task is: describe an organic reaction: reactants, conditions, products, and yield The reactants are ClCCl, CCOCC, CI, CC(=O)c1cccc(C)c1N, [Mg]. Yields the product Cc1cccc(C(C)(C)O)c1N. Reaction SMILES: [CH2:15]([Cl:16])[Cl:17].[CH2:18]([O:19][CH2:20][CH3:21])[CH3:22].[CH3:2][I:3].[CH3:4][c:5]1[c:6]([NH2:7])[c:8]([C:12]([CH3:13])=[O:14])[cH:9][cH:10][cH:11]1.[Mg:1]>>[CH3:4][c:5]1[c:6]([NH2:7])[c:8]([C:12]([CH3:13])([OH:14])[CH3:15])[cH:9][cH:10][cH:11]1. The reactants are C(C)N=C=O (Ethyl isocyanate), NC1=C(C=CC(=C1)C#N)O (2-amino-4-cyanophenol), resultant solution. Run in CC#N (MeCN). The product is C(#N)C=1C=CC(=C(C1)NC(=O)NCC)O (N-(5-Cyano-2-hydroxyphenyl)-N′-ethylurea). Yield: 70.0%. Reaction SMILES: [CH2:1]([N:3]=[C:4]=[O:5])[CH3:2].[NH2:6][C:7]1[CH:12]=[C:11]([C:13]#[N:14])[CH:10]=[CH:9][C:8]=1[OH:15]>CC#N>[C:13]([C:11]1[CH:10]=[CH:9][C:8]([OH:15])=[C:7]([NH:6][C:4]([NH:3][CH2:1][CH3:2])=[O:5])[CH:12]=1)#[N:14]. Procedure: Ethyl isocyanate (7.1 g; 100 mmol) was added to a stirred solution of 2-amino-4-cyanophenol (13.4 g; 100 mmol) in MeCN (250 mL), and the resultant solution was stirred for 12 h. The precipitate was filtered off and dried (vacuum) to give the sub-title compound in a 70% yield. The reactants are CCc1cc(C=O)c(F)c(O[Si](C)(C)C(C)(C)C)c1, CCOc1cc(C=Nc2ccc(C#N)cc2)ccc1OC(C)C, N#Cc1ccc(N)cc1. Product: CCc1cc(C=Nc2ccc(C#N)cc2)c(F)c(O[Si](C)(C)C(C)(C)C)c1. RXN SMILES: [C:24]([CH3:25])([CH3:26])([CH3:27])[Si:28]([O:29][c:30]1[c:31]([F:40])[c:32]([CH:33]=[O:34])[cH:35][c:36]([CH2:38][CH3:39])[cH:37]1)([CH3:41])[CH3:42].[CH2:1]([O:2][c:3]1[cH:4][c:5]([CH:22]=[N:8][c:9]2[cH:10][cH:11][c:12]([C:13]#[N:14])[cH:15][cH:16]2)[cH:6][cH:7][c:17]1[O:18][CH:19]([CH3:20])[CH3:21])[CH3:23].[NH2:43][c:44]1[cH:45][cH:46][c:47]([C:48]#[N:49])[cH:50][cH:51]1>>[N:8]([c:9]1[cH:10][cH:11][c:12]([C:13]#[N:14])[cH:15][cH:16]1)=[CH:33][c:32]1[c:31]([F:40])[c:30]([O:29][Si:28]([C:24]([CH3:25])([CH3:26])[CH3:27])([CH3:41])[CH3:42])[cH:37][c:36]([CH2:38][CH3:39])[cH:35]1. Reactants: COc1ccc2ccccc2c1CCCCN1CCNCC1, CCO, Fc1ccc(C2CO2)cc1. The product is COc1ccc2ccccc2c1CCCCN1CCN(CC(O)c2ccc(F)cc2)CC1. Reaction SMILES: [CH3:11][O:12][c:13]1[c:14]([CH2:23][CH2:24][CH2:25][CH2:26][N:27]2[CH2:28][CH2:29][NH:30][CH2:31][CH2:32]2)[c:15]2[cH:16][cH:17][cH:18][cH:19][c:20]2[cH:21][cH:22]1.[CH3:33][CH2:34][OH:35].[F:1][c:2]1[cH:3][cH:4][c:5]([CH:8]2[O:9][CH2:10]2)[cH:6][cH:7]1>>[F:1][c:2]1[cH:3][cH:4][c:5]([CH:8]([OH:9])[CH2:10][N:30]2[CH2:29][CH2:28][N:27]([CH2:26][CH2:25][CH2:24][CH2:23][c:14]3[c:13]([O:12][CH3:11])[cH:22][cH:21][c:20]4[c:15]3[cH:16][cH:17][cH:18][cH:19]4)[CH2:32][CH2:31]2)[cH:6][cH:7]1.